This data is from the Open Reaction Database (ORD), a public repository of structured organic reaction records. The task is: describe an organic reaction: reactants, conditions, products, and yield Reactants: CC(C#C)(CC(C)C)O (3,5-dimethyl-1-hexyn-3-ol), IC1=C2/C(/C(NC2=CC=C1)=O)=C/C=1NC=CC1OC ((Z)-1,3-dihydro-4-iodo-3-[(3-methoxy-1H-pyrrol-2-yl)methylene]-2H-indol-2-one), IC1=C2/C(/C(NC2=CC=C1)=O)=C/C=1NC=CC1OC ((Z)-1,3-dihydro-4-iodo-3-[(3-methoxy-1H-pyrrol-2-yl)methylene]-2H-indol-2-one). Reagents/catalysts: Cl[Pd]([P](C1=CC=CC=C1)(C2=CC=CC=C2)C3=CC=CC=C3)([P](C4=CC=CC=C4)(C5=CC=CC=C5)C6=CC=CC=C6)Cl ((Ph3P)2PdCl2). The solvent is CCN(CC)CC (Et3N), CN(C)C=O (DMF). The product is CC(C#CC1=C2/C(/C(NC2=CC=C1)=O)=C/C=1NC=CC1OC)(CC(C)C)O (rac-(Z)-1,3-dihydro-4-(3,5-dimethyl-3-hydroxy-1-hexynyl)-3-[(3-methoxy-1H-pyrrol-2-yl)methylene]-2H-indol-2-one). As a reaction SMILES: [CH3:1][C:2]([OH:9])([CH2:5][CH:6]([CH3:8])[CH3:7])[C:3]#[CH:4].I[C:11]1[CH:19]=[CH:18][CH:17]=[C:16]2[C:12]=1/[C:13](=[CH:21]/[C:22]1[NH:23][CH:24]=[CH:25][C:26]=1[O:27][CH3:28])/[C:14](=[O:20])[NH:15]2>Cl[Pd](Cl)([P](C1C=CC=CC=1)(C1C=CC=CC=1)C1C=CC=CC=1)[P](C1C=CC=CC=1)(C1C=CC=CC=1)C1C=CC=CC=1.CN(C=O)C.CCN(CC)CC>[CH3:1][C:2]([OH:9])([CH2:5][CH:6]([CH3:8])[CH3:7])[C:3]#[C:4][C:11]1[CH:19]=[CH:18][CH:17]=[C:16]2[C:12]=1/[C:13](=[CH:21]/[C:22]1[NH:23][CH:24]=[CH:25][C:26]=1[O:27][CH3:28])/[C:14](=[O:20])[NH:15]2 |^1:31,50|. Procedure: Using Method C above, 3,5-dimethyl-1-hexyn-3-ol (61 mg, 0.48 mmol) (Aldrich) was coupled with (Z)-1,3-dihydro-4-iodo-3-[(3-methoxy-1H-pyrrol-2-yl)methylene]-2H-indol-2-one (Starting Material 2 supra) (146 mg, 0.4 mmol) using (Ph3P)2PdCl2 (20 mg) and Cul (10 mg) as catalyst in DMF (2 mL) and Et3N (2 mL) as solvent at 70° C. for 15 h to yield rac-(Z)-1,3-dihydro-4-(3,5-dimethyl-3-hydroxy-1-hexynyl)-3-[(3-methoxy-1H-pyrrol-2-yl)methylene]-2H-indol-2-one. (Yield 87 mg, 60%).